Dataset: the Open Reaction Database (ORD), a public repository of structured organic reaction records. Task: describe an organic reaction: reactants, conditions, products, and yield Reactants: CCCS(=O)(=O)Nc1ccc(F)c(C(=O)Nc2cnc3[nH]nc(Br)c3c2)c1F, CN(C)CCOc1cccc(B2OC(C)(C)C(C)(C)O2)c1, CC#N, CCOC(C)=O, [K+], [K+], O=C([O-])[O-], O, c1ccc(P(c2ccccc2)(c2ccccc2)[Pd](P(c2ccccc2)(c2ccccc2)c2ccccc2)(P(c2ccccc2)(c2ccccc2)c2ccccc2)P(c2ccccc2)(c2ccccc2)c2ccccc2)cc1. Product: CCCS(=O)(=O)Nc1ccc(F)c(C(=O)Nc2cnc3[nH]nc(-c4cccc(OCCN(C)C)c4)c3c2)c1F. Reaction SMILES: [Br:1][c:2]1[n:3][nH:4][c:5]2[n:6][cH:7][c:8]([NH:11][C:12]([c:13]3[c:14]([F:27])[c:15]([NH:20][S:21](=[O:22])(=[O:23])[CH2:24][CH2:25][CH3:26])[cH:16][cH:17][c:18]3[F:19])=[O:28])[cH:9][c:10]12.[CH3:29][N:30]([CH2:31][CH2:32][O:33][c:34]1[cH:35][c:36]([B:40]2[O:41][C:42]([CH3:43])([CH3:44])[C:45]([CH3:46])([CH3:47])[O:48]2)[cH:37][cH:38][cH:39]1)[CH3:49].[CH3:56][C:57]#[N:58].[CH3:60][CH2:61][O:62][C:63](=[O:64])[CH3:65].[K+:50].[K+:51].[O-:52][C:53]([O-:54])=[O:55].[OH2:59].[cH:66]1[cH:67][cH:68][c:69]([P:70]([Pd:71]([P:72]([c:73]2[cH:74][cH:75][cH:76][cH:77][cH:78]2)([c:79]2[cH:80][cH:81][cH:82][cH:83][cH:84]2)[c:85]2[cH:86][cH:87][cH:88][cH:89][cH:90]2)([P:91]([c:92]2[cH:93][cH:94][cH:95][cH:96][cH:97]2)([c:98]2[cH:99][cH:100][cH:101][cH:102][cH:103]2)[c:104]2[cH:105][cH:106][cH:107][cH:108][cH:109]2)[P:110]([c:111]2[cH:112][cH:113][cH:114][cH:115][cH:116]2)([c:117]2[cH:118][cH:119][cH:120][cH:121][cH:122]2)[c:123]2[cH:124][cH:125][cH:126][cH:127][cH:128]2)([c:129]2[cH:130][cH:131][cH:132][cH:133][cH:134]2)[c:135]2[cH:136][cH:137][cH:138][cH:139][cH:140]2)[cH:141][cH:142]1>>[c:2]1(-[c:36]2[cH:35][c:34]([O:33][CH2:32][CH2:31][N:30]([CH3:29])[CH3:49])[cH:39][cH:38][cH:37]2)[n:3][nH:4][c:5]2[n:6][cH:7][c:8]([NH:11][C:12]([c:13]3[c:14]([F:27])[c:15]([NH:20][S:21](=[O:22])(=[O:23])[CH2:24][CH2:25][CH3:26])[cH:16][cH:17][c:18]3[F:19])=[O:28])[cH:9][c:10]12.